From a dataset of the Open Reaction Database (ORD), a public repository of structured organic reaction records. describe an organic reaction: reactants, conditions, products, and yield Reported procedure: 10.9 g of N-[2-(3-benzyloxy-4-nitrophenyl)ethyl]-N,N-dipropylamine is hydrogenated analogously to the production of 2-(3-amino-4-benzyloxyphenyl)acetic acid dipropylamide and the product chromatographed on silica gel with methylene chloride/acetone (1:1), thus obtaining 7.0 g of N-[2-(4-amino-3-benzyloxyphenyl)ethyl]-N,N-dipropylamine as an oil. Isolated yield 70.1%. As a reaction SMILES: [CH2:1]([O:8][C:9]1[CH:10]=[C:11]([CH2:18][CH2:19][N:20]([CH2:24][CH2:25][CH3:26])[CH2:21][CH2:22][CH3:23])[CH:12]=[CH:13][C:14]=1[N+:15]([O-])=O)[C:2]1[CH:7]=[CH:6][CH:5]=[CH:4][CH:3]=1.C(N(CCC)C(=O)CC1C=CC(OCC2C=CC=CC=2)=C(N)C=1)CC>>[NH2:15][C:14]1[CH:13]=[CH:12][C:11]([CH2:18][CH2:19][N:20]([CH2:21][CH2:22][CH3:23])[CH2:24][CH2:25][CH3:26])=[CH:10][C:9]=1[O:8][CH2:1][C:2]1[CH:3]=[CH:4][CH:5]=[CH:6][CH:7]=1. Starting materials: C(C1=CC=CC=C1)OC=1C=C(C=CC1[N+](=O)[O-])CCN(CCC)CCC (N-[2-(3-benzyloxy-4-nitrophenyl)ethyl]-N,N-dipropylamine), C(CC)N(C(CC1=CC(=C(C=C1)OCC1=CC=CC=C1)N)=O)CCC (2-(3-amino-4-benzyloxyphenyl)acetic acid dipropylamide). Yields the product NC1=C(C=C(C=C1)CCN(CCC)CCC)OCC1=CC=CC=C1 (N-[2-(4-amino-3-benzyloxyphenyl)ethyl]-N,N-dipropylamine). The reactants are Cl (HCl), C(CCC)[Li] (n-Butyl lithium), IC1=C(C(=C(C=C1)I)I)I (Tetraiodobenzene), CN1CCCN(C1=O)C (DMPU), C(C#CCCC)C1=C(C(=C(C(=C1CCC)CCC)CCC)CCC)CC#CCCC (1,2-bis(2-hexynyl)-3,4,5,6-tetrapropylbenzene). Reagents/catalysts: Cl[Cu] (CuCl). Solvent: C1CCOC1 (THF). The product is IC1=CC2=C(C=3CC4=C(C(=C(C(=C4CC3C(=C2C=C1I)CCC)CCC)CCC)CCC)CCC)CCC (6,11-Dihydro-2,3-diiodo-5,7,8,9,10,12-hexapropylnaphthacene). The yield is 32.5%. Reaction SMILES: C([Li])CCC.[CH2:6]([C:12]1[C:17]([CH2:18][CH2:19][CH3:20])=[C:16]([CH2:21][CH2:22][CH3:23])[C:15]([CH2:24][CH2:25][CH3:26])=[C:14]([CH2:27][CH2:28][CH3:29])[C:13]=1[CH2:30][C:31]#[C:32][CH2:33][CH2:34][CH3:35])[C:7]#[C:8][CH2:9][CH2:10][CH3:11].I[C:37]1[CH:42]=[CH:41][C:40](I)=[C:39]([I:44])[C:38]=1[I:45].CN1C(=O)N(C)CCC1.Cl>Cl[Cu].C1COCC1>[I:44][C:39]1[C:38]([I:45])=[CH:37][C:42]2[C:41](=[C:8]([CH2:9][CH2:10][CH3:11])[C:7]3[CH2:6][C:12]4[C:13]([CH2:30][C:31]=3[C:32]=2[CH2:33][CH2:34][CH3:35])=[C:14]([CH2:27][CH2:28][CH3:29])[C:15]([CH2:24][CH2:25][CH3:26])=[C:16]([CH2:21][CH2:22][CH3:23])[C:17]=4[CH2:18][CH2:19][CH3:20])[CH:40]=1. Procedure details: n-Butyl lithium (3.0 ml, 4.8 mmols, 1.6mol/l) was added to a THF solution (20 ml) of Cp2ZrCl2 (0.702 g, 2.4 mmols) at −78° C. After the mixture was stirred for an hour, 1,2-bis(2-hexynyl)-3,4,5,6-tetrapropylbenzene (0.813 g, 2.0 mmols) was added to the mixture. A cooling bath was withdrawn, and the mixture was stirred for an hour. Tetraiodobenzene (1.16 g, 2.0 mmols), DMPU (0.73 ml, 6.0 mmols) and CuCl (0.416 g, 4.2 mmols) were added to the mixture. After stirring for an hour at 50° C., 3N HCl w... Reported procedure: A solution of 1-(4-pyridinyl)ethanone oxime, methiodide (48.36 g, 174 mmol) in 200 ml of 50% aqueous methanol was added to a cooled (-5° C.) slurry of sodium borohydride (12.86 g, 340 mmol) in 200 ml 50% aqueous methanol and the reaction mixture was stirred one hour. After some inorganic material was removed by filtration, the methanol was distilled off the filtrate in vacuo. The resulting solid was collected by filtration and dried to provide 1-(1,2,3,6-tetrahydro-1-methyl-4-pyridinyl)ethanone ... Conditions: time 1 hour. Product: CN1CCC(=CC1)C(C)=NO (1-(1,2,3,6-tetrahydro-1-methyl-4-pyridinyl)ethanone oxime). As a reaction SMILES: [N:1]1[CH:6]=[CH:5][C:4]([C:7](=[N:9][OH:10])[CH3:8])=[CH:3][CH:2]=1.[BH4-].[Na+].[CH3:13]O>>[CH3:13][N:1]1[CH2:6][CH:5]=[C:4]([C:7](=[N:9][OH:10])[CH3:8])[CH2:3][CH2:2]1 |f:1.2|. Starting materials: N1=CC=C(C=C1)C(C)=NO (1-(4-pyridinyl)ethanone oxime), methiodide, CO (methanol), [BH4-].[Na+] (sodium borohydride), CO (methanol). The product is CC(C)(C)OC(=O)N=C(NCc1ccc([N+](=O)[O-])cc1)NC(=O)OC(C)(C)C. RXN SMILES: [CH2:31]1[O:32][CH2:33][CH2:34][CH2:35]1.[CH3:12][S:13][C:14]([NH:15][C:16](=[O:17])[O:18][C:19]([CH3:20])([CH3:21])[CH3:22])=[N:23][C:24](=[O:25])[O:26][C:27]([CH3:28])([CH3:29])[CH3:30].[N+:1](=[O:2])([O-:3])[c:4]1[cH:5][cH:6][c:7]([CH2:8][NH2:9])[cH:10][cH:11]1>>[N+:1](=[O:2])([O-:3])[c:4]1[cH:5][cH:6][c:7]([CH2:8][NH:9][C:14]([NH:15][C:16](=[O:17])[O:18][C:19]([CH3:20])([CH3:21])[CH3:22])=[N:23][C:24](=[O:25])[O:26][C:27]([CH3:28])([CH3:29])[CH3:30])[cH:10][cH:11]1. The reactants are C1CCOC1, CSC(=NC(=O)OC(C)(C)C)NC(=O)OC(C)(C)C, NCc1ccc([N+](=O)[O-])cc1. The reactants are O=C1CCC(=O)N1Br, CC#N, CCN(C(C)C)C(C)C, Cc1ccc(-c2ncon2)cc1F, CC(C)(C#N)N=NC(C)(C)C#N, O, CCOP([O-])OCC. Product: Fc1cc(-c2ncon2)ccc1CBr. RXN SMILES: [Br:14][N:15]1[C:16](=[O:17])[CH2:18][CH2:19][C:20]1=[O:21].[CH3:51][C:52]#[N:53].[CH:34]([N:35]([CH:36]([CH3:37])[CH3:38])[CH2:39][CH3:40])([CH3:41])[CH3:42].[F:1][c:2]1[cH:3][c:4](-[c:9]2[n:10][o:11][cH:12][n:13]2)[cH:5][cH:6][c:7]1[CH3:8].[N:22]#[C:23][C:24]([N:25]=[N:26][C:27]([C:28]#[N:29])([CH3:30])[CH3:31])([CH3:32])[CH3:33].[OH2:54].[P:43]([O-:44])([O:45][CH2:46][CH3:47])[O:48][CH2:49][CH3:50]>>[F:1][c:2]1[cH:3][c:4](-[c:9]2[n:10][o:11][cH:12][n:13]2)[cH:5][cH:6][c:7]1[CH2:8][Br:14]. Starting materials: ClC=1C=CC2=C(N(C(S2)=O)CC(=O)N2CCC(CC2)O)C1 (5-Chloro-3-(4-hydroxypiperidinocarbonylmethyl)benzothiazolin-2-one), C(OCC)(=O)Cl (ethyl chlorocarbonate). The solvent is N1=CC=CC=C1 (pyridine). Reaction conditions: temperature 80 celsius, time 8 hour. Product: ClC=1C=CC2=C(N(C(S2)=O)CC(=O)N2CCC(CC2)OC(=O)OCC)C1 (5-chloro-3-(4-ethoxycarbonyloxypiperidinocarbonylmethyl)benzothiazolin-2-one). Isolated yield 81.9%. Reaction SMILES: [Cl:1][C:2]1[CH:3]=[CH:4][C:5]2[S:9][C:8](=[O:10])[N:7]([CH2:11][C:12]([N:14]3[CH2:19][CH2:18][CH:17]([OH:20])[CH2:16][CH2:15]3)=[O:13])[C:6]=2[CH:21]=1.[C:22](Cl)(=[O:26])[O:23][CH2:24][CH3:25]>N1C=CC=CC=1>[Cl:1][C:2]1[CH:3]=[CH:4][C:5]2[S:9][C:8](=[O:10])[N:7]([CH2:11][C:12]([N:14]3[CH2:15][CH2:16][CH:17]([O:20][C:22]([O:23][CH2:24][CH3:25])=[O:26])[CH2:18][CH2:19]3)=[O:13])[C:6]=2[CH:21]=1. Procedure: 5-Chloro-3-(4-hydroxypiperidinocarbonylmethyl)benzothiazolin-2-one (3.2 g) was dissolved in dry pyridine (15 ml) and the solution was cooled. After ethyl chlorocarbonate (1.5 g) was dropwise added to the solution, the resultant was stirred for 8 hours at 80° C. Pyridine was evaporated off under vacuum from the reaction mixture and the residue was recrystallized from a mixture of chloroform and ethanol to yield the title compound as colorless crystals (3.2 g). mp 196°-197° C.